From a dataset of the Open Reaction Database (ORD), a public repository of structured organic reaction records. describe an organic reaction: reactants, conditions, products, and yield The reactants are [O-]B[O-], CC#N, CC(=O)[O-], [Na+], O, OB(O)c1ccccc1, O=S(=O)(O)C(F)(F)F, Sc1ccccc1. Reaction SMILES: [BH:10]([O-:11])[O-:12].[CH3:28][C:29]#[N:30].[CH3:32][C:33](=[O:34])[O-:35].[Na+:31].[OH2:36].[OH:1][B:2]([OH:3])[c:4]1[cH:5][cH:6][cH:7][cH:8][cH:9]1.[OH:20][S:21]([C:22]([F:23])([F:24])[F:25])(=[O:26])=[O:27].[SH:13][c:14]1[cH:15][cH:16][cH:17][cH:18][cH:19]1>>[c:4]1([S:13][c:14]2[cH:15][cH:16][cH:17][cH:18][cH:19]2)[cH:5][cH:6][cH:7][cH:8][cH:9]1. Yields the product c1ccc(Sc2ccccc2)cc1. Run in O (water). Isolated yield 56.4%. Reaction conditions: time 3 hour. Reaction SMILES: FC(F)(F)S([O-])(=O)=O.[C:9]1([S+:15]([C:23]2[CH:28]=[CH:27][CH:26]=[CH:25][CH:24]=2)[C:16]2[CH:21]=[CH:20][C:19]([OH:22])=[CH:18][CH:17]=2)[CH:14]=[CH:13][CH:12]=[CH:11][CH:10]=1.[Na].[F:30][C:31]([F:46])([S:42]([OH:45])(=[O:44])=[O:43])[CH2:32][O:33][C:34](=[O:41])[C:35]1[CH:40]=[CH:39][CH:38]=[CH:37][CH:36]=1>O>[C:9]1([S+:15]([C:23]2[CH:28]=[CH:27][CH:26]=[CH:25][CH:24]=2)[C:16]2[CH:21]=[CH:20][C:19]([OH:22])=[CH:18][CH:17]=2)[CH:14]=[CH:13][CH:12]=[CH:11][CH:10]=1.[F:46][C:31]([F:30])([S:42]([OH:45])(=[O:44])=[O:43])[CH2:32][O:33][C:34](=[O:41])[C:35]1[CH:40]=[CH:39][CH:38]=[CH:37][CH:36]=1 |f:0.1,2.3,5.6,^1:28|. Procedure details: About 6 g of the diphenyl-4-hydroxyphenylsulfonium trifluoromethanesulfonate salt manufactured in the synthesis example 3 and about 4.84 g of a benzoic acid-2,2-difluoro-2-sulfo-ethyl ester sodium salt were dissolved in about 100 ml of an MC and about 100 ml of water, and a synthesis reaction (see Equation 9 below) was performed while strongly stirring for about three hours. In this instance, a process of the synthesis reaction was observed by 19F NMR using a small amount of an extracted organic... Yields the product C1(=CC=CC=C1)[S+](C1=CC=C(C=C1)O)C1=CC=CC=C1.FC(COC(C1=CC=CC=C1)=O)(S(=O)(=O)O)F (benzoic acid-2,2-difluoro-2-sulfo-ethyl ester diphenyl-4-hydroxyphenylsulfonium salt). Reactants: FC(S(=O)(=O)[O-])(F)F.C1(=CC=CC=C1)[S+](C1=CC=C(C=C1)O)C1=CC=CC=C1 (diphenyl-4-hydroxyphenylsulfonium trifluoromethanesulfonate salt), [Na].FC(COC(C1=CC=CC=C1)=O)(S(=O)(=O)O)F (benzoic acid-2,2-difluoro-2-sulfo-ethyl ester sodium salt). Starting materials: C(C)(C)NC(C)C (diisopropylamine), solution, [Li]CCCC (n-BuLi), hexanes, COC(CC1=C(N(C2=NC=CC=C21)S(=O)(=O)C2=CC(=C(C=C2)Cl)Cl)C)=O ([1-(3,4-dichloro-benzenesulfonyl)-2-methyl-1H-pyrrolo[2,3-b]pyridin-3-yl]-acetic acid methyl ester). Run in C1CCOC1 (THF), C1CCOC1 (THF). Reaction conditions: time 20 minute. The product is COC(C(C)C1=C(N(C2=NC=CC=C21)S(=O)(=O)C2=CC(=C(C=C2)Cl)Cl)C)=O (2-[1-(3,4-dichloro-benzenesulfonyl)-2-methyl-1H-pyrrolo[2,3-b]pyridin-3-yl]-propionic acid methyl ester). Reaction SMILES: [CH:1](NC(C)C)(C)C.[Li]CCCC.[CH3:13][O:14][C:15](=[O:38])[CH2:16][C:17]1[C:25]2[C:20](=[N:21][CH:22]=[CH:23][CH:24]=2)[N:19]([S:26]([C:29]2[CH:34]=[CH:33][C:32]([Cl:35])=[C:31]([Cl:36])[CH:30]=2)(=[O:28])=[O:27])[C:18]=1[CH3:37]>C1COCC1>[CH3:13][O:14][C:15](=[O:38])[CH:16]([C:17]1[C:25]2[C:20](=[N:21][CH:22]=[CH:23][CH:24]=2)[N:19]([S:26]([C:29]2[CH:34]=[CH:33][C:32]([Cl:35])=[C:31]([Cl:36])[CH:30]=2)(=[O:27])=[O:28])[C:18]=1[CH3:37])[CH3:1]. Reported procedure: To a stirring solution of diisopropylamine (34 μL, 0.24 mmol) in THF (1 mL), at −78° C., is added a 2.5M solution of n-BuLi in hexanes (105 μL, 0.26 mmol). After 20 minutes, a solution of [1-(3,4-dichloro-benzenesulfonyl)-2-methyl-1H-pyrrolo[2,3-b]pyridin-3-yl]-acetic acid methyl ester (Method B; 100 mg, 0.24 mmol) and Mel (15.2 μL, 0.24 mmol) in THF (1 mL) is added. The reaction is continued for 30 minutes, then allowed to warm to room temperature. The reaction mixture is evaporated to dryness ... Reactants: C1(=C(C=CC=C1)NC(=O)OC1CCN(CC1)CCC(=O)N(CCCCC(=O)O)C)C1=CC=CC=C1 (5-({3-[4-(biphenyl-2-ylcarbamoyloxy)piperidin-1-yl]propionyl}-methylamino)pentanoic acid), CCN=C=NCCCN(C)C.Cl (N-(3-Dimethylaminopropyl)-N-ethylcarbodiimide hydrochloride), C([O-])(O)=O.[Na+] (sodium bicarbonate), NC1=CC(=C(C=C1C)CO)C ((4-amino-2,5-dimethylphenyl)-methanol), C(C)(C)N(C(C)C)CC (N,N-diisopropylethylamine). Run in C(Cl)Cl (DCM). Conditions: time 3 hour. Product: OCC1=CC(=C(C=C1C)NC(=O)CCCN(C(=O)CCN1CCC(CC1)OC(NC1=C(C=CC=C1)C1=CC=CC=C1)=O)C)C (Biphenyl-2-ylcarbamic Acid 1-(2-{[3-(4-Hydroxymethyl-2,5-dimethylphenylcarbamoyl)propyl]methylcarbamoyl}ethyl)piperidin-4-yl Ester). The yield is 31.0%. As a reaction SMILES: [C:1]1([C:30]2[CH:35]=[CH:34][CH:33]=[CH:32][CH:31]=2)[CH:6]=[CH:5][CH:4]=[CH:3][C:2]=1[NH:7][C:8]([O:10][CH:11]1[CH2:16][CH2:15][N:14]([CH2:17][CH2:18][C:19]([N:21]([CH3:29])[CH2:22][CH2:23][CH2:24][CH2:25]C(O)=O)=[O:20])[CH2:13][CH2:12]1)=[O:9].[NH2:36][C:37]1[C:42]([CH3:43])=[CH:41][C:40]([CH2:44][OH:45])=[C:39]([CH3:46])[CH:38]=1.C(N(CC)C(C)C)(C)C.CCN=C=NCCCN(C)C.Cl.C(=O)(O)[O-:69].[Na+]>C(Cl)Cl>[OH:45][CH2:44][C:40]1[C:39]([CH3:46])=[CH:38][C:37]([NH:36][C:25]([CH2:24][CH2:23][CH2:22][N:21]([CH3:29])[C:19]([CH2:18][CH2:17][N:14]2[CH2:13][CH2:12][CH:11]([O:10][C:8](=[O:9])[NH:7][C:2]3[CH:3]=[CH:4][CH:5]=[CH:6][C:1]=3[C:30]3[CH:35]=[CH:34][CH:33]=[CH:32][CH:31]=3)[CH2:16][CH2:15]2)=[O:20])=[O:69])=[C:42]([CH3:43])[CH:41]=1 |f:3.4,5.6|. Reported procedure: A solution of 5-({3-[4-(biphenyl-2-ylcarbamoyloxy)piperidin-1-yl]propionyl}-methylamino)pentanoic acid (1.19 g, 2.46 mmol); (4-amino-2,5-dimethylphenyl)-methanol (372 mg, 2.46 mmol) and N,N-diisopropylethylamine (858 μL, 4.93 mmol) in DCM (18.5 mL) was stirred at room temperature for 30 min. N-(3-Dimethylaminopropyl)-N-ethylcarbodiimide hydrochloride (708 mg, 3.69 mmol) was added and the resulting mixture was stirred at room temperature for 3 h. Saturated aqueous sodium bicarbonate solution (5 m... Starting materials: CCOC(=O)c1nc(CO)ncc1-c1ccccc1Cl, CCO, O. The product is O=C(O)c1nc(CO)ncc1-c1ccccc1Cl. Reaction SMILES: [CH2:1]([CH3:2])[O:3][C:4](=[O:5])[c:6]1[n:7][c:8]([CH2:19][OH:20])[n:9][cH:10][c:11]1-[c:12]1[c:13]([Cl:18])[cH:14][cH:15][cH:16][cH:17]1.[CH3:21][CH2:22][OH:23].[OH2:24]>>[O:3]=[C:4]([OH:5])[c:6]1[n:7][c:8]([CH2:19][OH:20])[n:9][cH:10][c:11]1-[c:12]1[c:13]([Cl:18])[cH:14][cH:15][cH:16][cH:17]1. The reactants are CC(C)(C)OC(=O)N1CC(NC(=O)c2noc(C(CCCC3CCCCC3)CC(=O)NO)n2)C1, ClCCl, O=C(O)C(F)(F)F. Product: O=C(CC(CCCC1CCCCC1)c1nc(C(=O)NC2CNC2)no1)NO. RXN SMILES: [CH:1]1([CH2:7][CH2:8][CH2:9][CH:10]([CH2:11][C:12](=[O:13])[NH:14][OH:15])[c:16]2[n:17][c:18]([C:21](=[O:22])[NH:23][CH:24]3[CH2:25][N:26]([C:28]([O:29][C:30]([CH3:31])([CH3:32])[CH3:33])=[O:34])[CH2:27]3)[n:19][o:20]2)[CH2:2][CH2:3][CH2:4][CH2:5][CH2:6]1.[Cl:42][CH2:43][Cl:44].[OH:35][C:36]([C:37]([F:38])([F:39])[F:40])=[O:41]>>[CH:1]1([CH2:7][CH2:8][CH2:9][CH:10]([CH2:11][C:12](=[O:13])[NH:14][OH:15])[c:16]2[n:17][c:18]([C:21](=[O:22])[NH:23][CH:24]3[CH2:25][NH:26][CH2:27]3)[n:19][o:20]2)[CH2:2][CH2:3][CH2:4][CH2:5][CH2:6]1. Starting materials: C(=O)C1=NC=CC(=C1)C(=O)OCC (ethyl 2-formylpyridine-4-carboxylate), NCCCCCO (5-aminopentan-1-ol). Product: OCCCCCNCC1=NC=CC(=C1)C(=O)OCC (Ethyl 2-{[(5-hydroxypentyl)amino]methyl}pyridine-4-carboxylate). RXN SMILES: [CH:1]([C:3]1[CH:8]=[C:7]([C:9]([O:11][CH2:12][CH3:13])=[O:10])[CH:6]=[CH:5][N:4]=1)=O.[NH2:14][CH2:15][CH2:16][CH2:17][CH2:18][CH2:19][OH:20]>>[OH:20][CH2:19][CH2:18][CH2:17][CH2:16][CH2:15][NH:14][CH2:1][C:3]1[CH:8]=[C:7]([C:9]([O:11][CH2:12][CH3:13])=[O:10])[CH:6]=[CH:5][N:4]=1. Procedure details: Prepared by General Procedure A from ethyl 2-formylpyridine-4-carboxylate (1.0 equiv.) and 5-aminopentan-1-ol (1.2 equiv.). Purification by column chromatography (DCM/MeOH (85:15) gave the title compound as greenish oil. 1H-NMR (300 MHz, CDCl3): δ 8.60 (d, 1H), 7.80 (s, 1H), 7.00 (d, 1H), 4.30 (q, 2H), 3.90 (s, 2H), 3.50 (t 2H), 3.10 (s, 2H), 2.60 (m, 2H), 1.50 (m, 4H), 1.30 (t, 3H) ppm. The reactants are FC(C1=CC=C(COC(=O)N2C=NC=C2)C=C1)(F)F (imidazole-1-carboxylic acid 4-trifluoromethyl-benzyl ester), N1C[C@H](CCC1)C=1C=CC(=C(C(=O)OCC)C1)C.C([C@@H](O)[C@H](O)C(=O)O)(=O)O ((R)-Ethyl 5-(3-piperidinyl)-2-methylbenzoate D-tartaric acid), Cl (hydrochloric acid). Run in O (water), C(C)(=O)OCC (ethyl acetate). Reaction conditions: time 72 hour. Yields the product FC(C1=CC=C(COC(=O)N2C[C@H](CCC2)C2=CC(=C(C=C2)C)C(=O)OCC)C=C1)(F)F ((R)-3-(3-ethoxycarbonyl-4-methyl-phenyl)-piperidine-1-carboxylic acid 4-trifluoromethyl-benzyl ester). Yield: 92.8%. Reaction SMILES: [NH:1]1[CH2:6][CH2:5][CH2:4][C@H:3]([C:7]2[CH:8]=[CH:9][C:10]([CH3:18])=[C:11]([CH:17]=2)[C:12]([O:14][CH2:15][CH3:16])=[O:13])[CH2:2]1.C(O)(=O)[C@H]([C@@H](C(O)=O)O)O.[F:29][C:30]([F:47])([F:46])[C:31]1[CH:45]=[CH:44][C:34]([CH2:35][O:36][C:37](N2C=CN=C2)=[O:38])=[CH:33][CH:32]=1.Cl>C(OCC)(=O)C.O>[F:29][C:30]([F:46])([F:47])[C:31]1[CH:45]=[CH:44][C:34]([CH2:35][O:36][C:37]([N:1]2[CH2:6][CH2:5][CH2:4][C@H:3]([C:7]3[CH:8]=[CH:9][C:10]([CH3:18])=[C:11]([C:12]([O:14][CH2:15][CH3:16])=[O:13])[CH:17]=3)[CH2:2]2)=[O:38])=[CH:33][CH:32]=1 |f:0.1|. Procedure: (R)-Ethyl 5-(3-piperidinyl)-2-methylbenzoate-D-tartaric acid (2.02 g, 5.08 mmol) was dissolved in 100 mL ethyl acetate and washed with 100 mL saturated aqueous NaHCO3. The organic phase was dried over Na2SO4 and concentrated under reduced pressure. The resultant oil was taken up in 10 mL toluene and imidazole-1-carboxylic acid 4-trifluoromethyl-benzyl ester (1.37 g, 5.08 mmol) was added. The reaction was stirred for 72 h at room temperature under nitrogen. The reaction was diluted with water (20... Starting materials: CC(C)(C)OC(=O)N1CCNCC1, CC(C)N(CCc1ccc(C(=O)O)cc1)C(C)C, CN(C)C=O. Reaction SMILES: [C:19]([CH3:20])([CH3:21])([CH3:22])[O:23][C:24](=[O:25])[N:26]1[CH2:27][CH2:28][NH:29][CH2:30][CH2:31]1.[CH:1]([CH3:2])([CH3:3])[N:4]([CH2:5][CH2:6][c:7]1[cH:8][cH:9][c:10]([C:11](=[O:12])[OH:13])[cH:14][cH:15]1)[CH:16]([CH3:17])[CH3:18].[O:32]=[CH:33][N:34]([CH3:35])[CH3:36]>>[CH:1]([CH3:2])([CH3:3])[N:4]([CH2:5][CH2:6][c:7]1[cH:8][cH:9][c:10]([C:11](=[O:13])[N:29]2[CH2:28][CH2:27][N:26]([C:24]([O:23][C:19]([CH3:20])([CH3:21])[CH3:22])=[O:25])[CH2:31][CH2:30]2)[cH:14][cH:15]1)[CH:16]([CH3:17])[CH3:18]. Product: CC(C)N(CCc1ccc(C(=O)N2CCN(C(=O)OC(C)(C)C)CC2)cc1)C(C)C. Starting materials: Cn1c(C(F)(F)F)cc(=O)n(-c2c(F)cc(Cl)c3cc(CBr)oc23)c1=O, O=C([O-])[O-], CCS, CN(C)C=O, [K+], [K+], O. Yields the product CCSCc1cc2c(Cl)cc(F)c(-n3c(=O)cc(C(F)(F)F)n(C)c3=O)c2o1. RXN SMILES: [Br:1][CH2:2][c:3]1[o:4][c:5]2[c:6]([cH:7]1)[c:8]([Cl:26])[cH:9][c:10]([F:25])[c:11]2-[n:12]1[c:13](=[O:24])[n:14]([CH3:23])[c:15]([C:19]([F:20])([F:21])[F:22])[cH:16][c:17]1=[O:18].[C:27](=[O:28])([O-:29])[O-:30].[CH2:33]([CH3:34])[SH:35].[CH3:37][N:38]([CH3:39])[CH:40]=[O:41].[K+:31].[K+:32].[OH2:36]>>[CH2:2]([c:3]1[o:4][c:5]2[c:6]([cH:7]1)[c:8]([Cl:26])[cH:9][c:10]([F:25])[c:11]2-[n:12]1[c:13](=[O:24])[n:14]([CH3:23])[c:15]([C:19]([F:20])([F:21])[F:22])[cH:16][c:17]1=[O:18])[S:35][CH2:33][CH3:34].